describe an organic reaction: reactants, conditions, products, and yield From a dataset of the Open Reaction Database (ORD), a public repository of structured organic reaction records. Reactants: COc1cc2nccc(Oc3ccc(N)c(F)c3)c2cc1OC, CCO, Cc1ccccc1, O=C(N=C=S)c1ccc(Cl)cc1. Product: COc1cc2nccc(Oc3ccc(NC(=S)NC(=O)c4ccc(Cl)cc4)c(F)c3)c2cc1OC. As a reaction SMILES: [CH3:1][O:2][c:3]1[cH:4][c:5]2[c:6]([O:15][c:16]3[cH:17][c:18]([F:23])[c:19]([NH2:20])[cH:21][cH:22]3)[cH:7][cH:8][n:9][c:10]2[cH:11][c:12]1[O:13][CH3:14].[CH3:24][CH2:25][OH:26].[CH3:39][c:40]1[cH:41][cH:42][cH:43][cH:44][cH:45]1.[Cl:27][c:28]1[cH:29][cH:30][c:31]([C:34](=[O:35])[N:36]=[C:37]=[S:38])[cH:32][cH:33]1>>[CH3:1][O:2][c:3]1[cH:4][c:5]2[c:6]([O:15][c:16]3[cH:17][c:18]([F:23])[c:19]([NH:20][C:37]([NH:36][C:34]([c:31]4[cH:30][cH:29][c:28]([Cl:27])[cH:33][cH:32]4)=[O:35])=[S:38])[cH:21][cH:22]3)[cH:7][cH:8][n:9][c:10]2[cH:11][c:12]1[O:13][CH3:14]. Reactants: [OH-].[K+] (potassium hydroxide), COC(=O)CC1=CC(=C(OCC(C)NCC(O)C2=CC(=CC=C2)Cl)C=C1)Cl (2-[2-(4-Methoxycarbonylmethyl-2-chlorophenoxy)-1-methylethyl]amino-1-(3-chlorophenyl)ethanol), Cl (hydrochloric acid), ice water. Solvent: O (water), CO (methanol). Run at time 8 hour. The product is C(=O)(O)CC1=CC(=C(OCC(C)NCC(O)C2=CC(=CC=C2)Cl)C=C1)Cl (2-[2-(4-Carboxymethyl-2-chlorophenoxy)-1-methylethyl]amino-1-(3-chlorophenyl)ethanol). Isolated yield 43.7%. RXN SMILES: [OH-].[K+].C[O:4][C:5]([CH2:7][C:8]1[CH:28]=[CH:27][C:11]([O:12][CH2:13][CH:14]([NH:16][CH2:17][CH:18]([C:20]2[CH:25]=[CH:24][CH:23]=[C:22]([Cl:26])[CH:21]=2)[OH:19])[CH3:15])=[C:10]([Cl:29])[CH:9]=1)=[O:6].Cl>O.CO>[C:5]([CH2:7][C:8]1[CH:28]=[CH:27][C:11]([O:12][CH2:13][CH:14]([NH:16][CH2:17][CH:18]([C:20]2[CH:25]=[CH:24][CH:23]=[C:22]([Cl:26])[CH:21]=2)[OH:19])[CH3:15])=[C:10]([Cl:29])[CH:9]=1)([OH:6])=[O:4] |f:0.1|. Procedure: A solution of 6.0 g of potassium hydroxide in 10 ml of water was added to a solution of 2.3 g of 2-[2-(4-methoxycarbonylmethyl-2-chlorophenoxy)-1-methylethyl]amino-1-(3-chlorophenyl)ethanol (prepared as described in Example 22) in 90 ml of methanol, and the resulting mixture was allowed to stand overnight. At the end of this time, the reaction mixture was poured into ice-water and the pH of the mixture was adjusted to a value of 7 by the addition of 1N aqueous hydrochloric acid, after which it w... Procedure details: 1-(1-(6-(1H-pyrazol-4-yl)pyridazin-3-yl)piperidin-4-yl)-6-fluoroindoline was prepared according to the procedure described in Example 1, Method A, STEP 4, reacting pyrazole-4-boronic acid pinacol ester and 1-(1-(6-chloropyridazin-3-yl)piperidin-4-yl)-6-fluoroindoline. Product: N1N=CC(=C1)C1=CC=C(N=N1)N1CCC(CC1)N1CCC2=CC=C(C=C12)F (1-(1-(6-(1H-pyrazol-4-yl)pyridazin-3-yl)piperidin-4-yl)-6-fluoroindoline). As a reaction SMILES: [NH:1]1[CH:5]=[C:4](B2OC(C)(C)C(C)(C)O2)[CH:3]=[N:2]1.Cl[C:16]1[N:21]=[N:20][C:19]([N:22]2[CH2:27][CH2:26][CH:25]([N:28]3[C:36]4[C:31](=[CH:32][CH:33]=[C:34]([F:37])[CH:35]=4)[CH2:30][CH2:29]3)[CH2:24][CH2:23]2)=[CH:18][CH:17]=1>>[NH:2]1[CH:3]=[C:4]([C:16]2[N:21]=[N:20][C:19]([N:22]3[CH2:23][CH2:24][CH:25]([N:28]4[C:36]5[C:31](=[CH:32][CH:33]=[C:34]([F:37])[CH:35]=5)[CH2:30][CH2:29]4)[CH2:26][CH2:27]3)=[CH:18][CH:17]=2)[CH:5]=[N:1]1. The reactants are N1N=CC(=C1)B1OC(C)(C)C(C)(C)O1 (pyrazole-4-boronic acid pinacol ester), ClC1=CC=C(N=N1)N1CCC(CC1)N1CCC2=CC=C(C=C12)F (1-(1-(6-chloropyridazin-3-yl)piperidin-4-yl)-6-fluoroindoline).